From a dataset of the Open Reaction Database (ORD), a public repository of structured organic reaction records. describe an organic reaction: reactants, conditions, products, and yield Procedure: 4-(3-Dimethylamino-acryloyl)-3,5-dimethyl-1H-pyrrole-2-carboxylic acid amide (100 mg, 0.43 mmol), 4-fluorophenylguanidine nitrate (139 mg, 0.65 mmol) and K2CO3 (94 mg, 0.68 mmol) were partially dissolved in 2-methoxyethanol (5 mL) and heated at 120° C. for 18 h. The mixture was concentrated in vacuo and purified by SiO2 chromatography (EtOAc/MeOH gradient elution). The crude product was triturated in iPr2O to afford the title compound (31 mg) as a buff solid. M.p. 93.5–96.8° C. MS: [M+H+]=326.9 ... Conditions: temperature 120 celsius. Reaction SMILES: CN(C)[CH:3]=[CH:4][C:5]([C:7]1[C:8]([CH3:16])=[C:9]([C:13]([NH2:15])=[O:14])[NH:10][C:11]=1[CH3:12])=O.[N+]([O-])(O)=O.[F:22][C:23]1[CH:28]=[CH:27][C:26]([NH:29][C:30]([NH2:32])=[NH:31])=[CH:25][CH:24]=1.C([O-])([O-])=O.[K+].[K+]>COCCO>[F:22][C:23]1[CH:24]=[CH:25][C:26]([NH:29][C:30]2[N:32]=[C:5]([C:7]3[C:8]([CH3:16])=[C:9]([C:13]([NH2:15])=[O:14])[NH:10][C:11]=3[CH3:12])[CH:4]=[CH:3][N:31]=2)=[CH:27][CH:28]=1 |f:1.2,3.4.5|. Product: FC1=CC=C(C=C1)NC1=NC=CC(=N1)C=1C(=C(NC1C)C(=O)N)C (4-[2-(4-Fluoro-phenylamino)-pyrimidin-4-yl]-3,5-dimethyl-1H-pyrrole-2-carboxylic acid amide). The solvent is COCCO (2-methoxyethanol). Reactants: CN(C=CC(=O)C=1C(=C(NC1C)C(=O)N)C)C (4-(3-Dimethylamino-acryloyl)-3,5-dimethyl-1H-pyrrole-2-carboxylic acid amide), [N+](=O)(O)[O-].FC1=CC=C(C=C1)NC(=N)N (4-fluorophenylguanidine nitrate), C(=O)([O-])[O-].[K+].[K+] (K2CO3). Isolated yield 22.2%.